Task: describe an organic reaction: reactants, conditions, products, and yield. Dataset: the Open Reaction Database (ORD), a public repository of structured organic reaction records Yields the product CCOC(=O)Cc1c(C)nc2ccnn2c1Cl. Reaction SMILES: [CH3:23][N:24]([CH3:25])[c:26]1[cH:27][cH:28][cH:29][cH:30][cH:31]1.[OH:1][c:2]1[c:3]([CH2:12][C:13](=[O:14])[O:15][CH2:16][CH3:17])[c:4]([CH3:11])[n:5][c:6]2[n:7]1[n:8][cH:9][cH:10]2.[P:18]([Cl:19])([Cl:20])([Cl:21])=[O:22]>>[c:2]1([Cl:20])[c:3]([CH2:12][C:13](=[O:14])[O:15][CH2:16][CH3:17])[c:4]([CH3:11])[n:5][c:6]2[n:7]1[n:8][cH:9][cH:10]2. Reactants: CN(C)c1ccccc1, CCOC(=O)Cc1c(C)nc2ccnn2c1O, O=P(Cl)(Cl)Cl. Starting materials: Cc1ccc(C)c(CSc2cccc(C)[n+]2[O-])c1, CC(=O)O, [Na], O=[W](=O)([O-])[O-], O, OO. Yields the product Cc1ccc(C)c(CS(=O)(=O)c2cccc(C)[n+]2[O-])c1. Reaction SMILES: [CH3:1][c:2]1[c:3]([CH2:9][S:10][c:11]2[n+:12]([O-:18])[c:13]([CH3:17])[cH:14][cH:15][cH:16]2)[cH:4][c:5]([CH3:8])[cH:6][cH:7]1.[CH3:22][C:23]([OH:24])=[O:25].[Na:26].[O-:27][W:28](=[O:29])(=[O:30])[O-:31].[OH2:21].[OH:19][OH:20]>>[CH3:1][c:2]1[c:3]([CH2:9][S:10]([c:11]2[n+:12]([O-:18])[c:13]([CH3:17])[cH:14][cH:15][cH:16]2)(=[O:21])=[O:24])[cH:4][c:5]([CH3:8])[cH:6][cH:7]1. Procedure: Prepared according to Procedure X by stirring palladium (II) acetate (1.5 mg, 6.88 μmol), XPhos (9.9 mg, 0.021 mmol), 4-chloro-5,7-difluoro-3-methyl-2-(pyridin-2-yl)quinoline (0.040 g, 0.138 mmol), N-(3-amino-5-morpholinophenyl)acetamide (0.034 g, 0.144 mmol), potassium carbonate (0.048 g, 0.344 mmol), and tert-butanol at 110° C. for 2 h. Purification by reverse-phase HPLC (0-70% acetonitrile in water) afforded N-(3-((5,7-difluoro-3-methyl-2-(2-pyridinyl)-4-quinolinyl)amino)-5-(4-morpholinyl)phe... Reagents/catalysts: C(C)(=O)[O-].[Pd+2].C(C)(=O)[O-] (palladium (II) acetate). Product: FC1=C2C(=C(C(=NC2=CC(=C1)F)C1=NC=CC=C1)C)NC=1C=C(C=C(C1)N1CCOCC1)NC(C)=O (N-(3-((5,7-difluoro-3-methyl-2-(2-pyridinyl)-4-quinolinyl)amino)-5-(4-morpholinyl)phenyl)acetamide). The reactants are CC(C)C1=CC(=C(C(=C1)C(C)C)C2=C(C=CC=C2)P(C3CCCCC3)C4CCCCC4)C(C)C (XPhos), ClC1=C(C(=NC2=CC(=CC(=C12)F)F)C1=NC=CC=C1)C (4-chloro-5,7-difluoro-3-methyl-2-(pyridin-2-yl)quinoline), NC=1C=C(C=C(C1)N1CCOCC1)NC(C)=O (N-(3-amino-5-morpholinophenyl)acetamide), C([O-])([O-])=O.[K+].[K+] (potassium carbonate). Solvent: C(C)(C)(C)O (tert-butanol). As a reaction SMILES: CC(C1C=C(C(C)C)C(C2C=CC=CC=2P(C2CCCCC2)C2CCCCC2)=C(C(C)C)C=1)C.Cl[C:36]1[C:45]2[C:40](=[CH:41][C:42]([F:47])=[CH:43][C:44]=2[F:46])[N:39]=[C:38]([C:48]2[CH:53]=[CH:52][CH:51]=[CH:50][N:49]=2)[C:37]=1[CH3:54].[NH2:55][C:56]1[CH:57]=[C:58]([NH:68][C:69](=[O:71])[CH3:70])[CH:59]=[C:60]([N:62]2[CH2:67][CH2:66][O:65][CH2:64][CH2:63]2)[CH:61]=1.C(=O)([O-])[O-].[K+].[K+]>C([O-])(=O)C.[Pd+2].C([O-])(=O)C.C(O)(C)(C)C>[F:46][C:44]1[CH:43]=[C:42]([F:47])[CH:41]=[C:40]2[C:45]=1[C:36]([NH:55][C:56]1[CH:57]=[C:58]([NH:68][C:69](=[O:71])[CH3:70])[CH:59]=[C:60]([N:62]3[CH2:67][CH2:66][O:65][CH2:64][CH2:63]3)[CH:61]=1)=[C:37]([CH3:54])[C:38]([C:48]1[CH:53]=[CH:52][CH:51]=[CH:50][N:49]=1)=[N:39]2 |f:3.4.5,6.7.8|. The reactants are ( 4A ), COC(=O)C1=C(C=2C(=NC=CN2)NC1=O)O (8-hydroxy-6-oxo-5,6-dihydro-pyrido[2,3-b]pyrazine-7-carboxylic acid methyl ester), C(C(C)C)(=O)Cl (isobutyryl chloride). The solvent is ClCCCl (1,2-dichloro-ethane). Yields the product COC(=O)C1=C(C=2C(=NC=CN2)NC1=O)OC(C(C)C)=O (8-isobutyryloxy-6-oxo-5,6-dihydro-pyrido[2,3-b]pyrazine-7-carboxylic acid methyl ester). RXN SMILES: [CH3:1][O:2][C:3]([C:5]1[C:14](=[O:15])[NH:13][C:8]2=[N:9][CH:10]=[CH:11][N:12]=[C:7]2[C:6]=1[OH:16])=[O:4].[C:17](Cl)(=[O:21])[CH:18]([CH3:20])[CH3:19]>ClCCCl>[CH3:1][O:2][C:3]([C:5]1[C:14](=[O:15])[NH:13][C:8]2=[N:9][CH:10]=[CH:11][N:12]=[C:7]2[C:6]=1[O:16][C:17](=[O:21])[CH:18]([CH3:20])[CH3:19])=[O:4]. Reported procedure: To a suspension of 8-hydroxy-6-oxo-5,6-dihydro-pyrido[2,3-b]pyrazine-7-carboxylic acid methyl ester (Example 7.1) in 1,2-dichloro-ethane (9 ml) was added powdered molecular sieves (4A) followed by dropwise addition of isobutyryl chloride (0.048 ml). The reaction mixture was heated to reflux for 5 hours, cooled to ambient temperature and filtered. The filtrate was concentrated to give 8-isobutyryloxy-6-oxo-5,6-dihydro-pyrido[2,3-b]pyrazine-7-carboxylic acid methyl ester as a light brown solid (0.... Reactants: COC=1C(C(=C(C(C1OC)=O)C)CCCCCCCCCC(=O)OC1=CC=C(C=C1)[N+](=O)[O-])=O (p-nitrophenyl 10-(2,3-dimethoxy-5-methyl-1,4-benzoquinon-6-yl)decanoate), N1[C@H](C(=O)O)CSC1 (L-thioproline). The product is COC=1C(C(=C(C(C1OC)=O)C)CCCCCCCCCC(=O)N1[C@H](C(=O)O)CSC1)=O (10-(2,3-dimethoxy-5-methyl-1,4-benzoquinon-6-yl)decanoyl-L-thioproline). Isolated yield 32.1%. Reaction SMILES: [CH3:1][O:2][C:3]1[C:4](=[O:34])[C:5]([CH2:13][CH2:14][CH2:15][CH2:16][CH2:17][CH2:18][CH2:19][CH2:20][CH2:21][C:22]([O:24]C2C=CC([N+]([O-])=O)=CC=2)=O)=[C:6]([CH3:12])[C:7](=[O:11])[C:8]=1[O:9][CH3:10].[NH:35]1[CH2:42][S:41][CH2:40][C@H:36]1[C:37]([OH:39])=[O:38]>>[CH3:1][O:2][C:3]1[C:4](=[O:34])[C:5]([CH2:13][CH2:14][CH2:15][CH2:16][CH2:17][CH2:18][CH2:19][CH2:20][CH2:21][C:22]([N:35]2[CH2:42][S:41][CH2:40][C@H:36]2[C:37]([OH:39])=[O:38])=[O:24])=[C:6]([CH3:12])[C:7](=[O:11])[C:8]=1[O:9][CH3:10]. Procedure details: Using p-nitrophenyl 10-(2,3-dimethoxy-5-methyl-1,4-benzoquinon-6-yl)decanoate (474 mg, 1 mmol) and L-thioproline (266 mg, 2 mmol) and following the procedure of Example 13, there was obtained 10-(2,3-dimethoxy-5-methyl-1,4-benzoquinon-6-yl)decanoyl-L-thioproline (150 mg) as an oil.